This data is from the Open Reaction Database (ORD), a public repository of structured organic reaction records. The task is: describe an organic reaction: reactants, conditions, products, and yield The reactants are O=C([O-])O, COCCN(CCOC)S(F)(F)F, ClCCl, [Na+], O=C1CCN(C(=O)OCc2ccccc2)CC1, O. Yields the product O=C(OCc1ccccc1)N1CCC(F)CC1. Reaction SMILES: [C:34](=[O:35])([OH:36])[O-:37].[CH3:21][O:22][CH2:23][CH2:24][N:25]([S:26]([F:27])([F:28])[F:31])[CH2:29][CH2:30][O:32][CH3:33].[Cl:18][CH2:19][Cl:20].[Na+:38].[O:1]=[C:2]1[CH2:3][CH2:4][N:5]([C:8](=[O:9])[O:10][CH2:11][c:12]2[cH:13][cH:14][cH:15][cH:16][cH:17]2)[CH2:6][CH2:7]1.[OH2:39]>>[CH:2]1([F:31])[CH2:3][CH2:4][N:5]([C:8](=[O:9])[O:10][CH2:11][c:12]2[cH:13][cH:14][cH:15][cH:16][cH:17]2)[CH2:6][CH2:7]1. Reactants: C(C)OC(C(CC1=CC=C(C=C1)NC(=O)C1=C(C=NC=C1Cl)Cl)C1=CC(=C(C=C1)OC)N(CC(C)C)C(C(C)(C)C)=O)=O (3-[4-(3,5-dichloropyridine-4-carbonylamino)phenyl]-2-{3-[(2,2-dimethylpropionyl) isobutylamino]-4-methoxyphenyl}propionic acid ethyl ester), [OH-].[Na+] (sodium hydroxide). The solvent is CO (methanol), O1CCCC1 (tetrahydrofuran). Yields the product ClC=1C=NC=C(C1C(=O)NC1=CC=C(C=C1)CC(C(=O)O)C1=CC(=C(C=C1)OC)N(CC(C)C)C(C(C)(C)C)=O)Cl (3-[4-(3,5-dichloropyridine-4-carbonylamino)phenyl]-2-{3-[(2,2-dimethylpropionyl)iso butylamino]-4-methoxyphenyl}propionic acid). Reaction SMILES: C([O:3][C:4](=[O:43])[CH:5]([C:24]1[CH:29]=[CH:28][C:27]([O:30][CH3:31])=[C:26]([N:32]([C:37](=[O:42])[C:38]([CH3:41])([CH3:40])[CH3:39])[CH2:33][CH:34]([CH3:36])[CH3:35])[CH:25]=1)[CH2:6][C:7]1[CH:12]=[CH:11][C:10]([NH:13][C:14]([C:16]2[C:21]([Cl:22])=[CH:20][N:19]=[CH:18][C:17]=2[Cl:23])=[O:15])=[CH:9][CH:8]=1)C.[OH-].[Na+]>CO.O1CCCC1>[Cl:22][C:21]1[CH:20]=[N:19][CH:18]=[C:17]([Cl:23])[C:16]=1[C:14]([NH:13][C:10]1[CH:11]=[CH:12][C:7]([CH2:6][CH:5]([C:24]2[CH:29]=[CH:28][C:27]([O:30][CH3:31])=[C:26]([N:32]([C:37](=[O:42])[C:38]([CH3:41])([CH3:40])[CH3:39])[CH2:33][CH:34]([CH3:36])[CH3:35])[CH:25]=2)[C:4]([OH:43])=[O:3])=[CH:8][CH:9]=1)=[O:15] |f:1.2|. Reported procedure: Thus obtained 3-[4-(3,5-dichloropyridine-4-carbonylamino)phenyl]-2-{3-[(2,2-dimethylpropionyl) isobutylamino]-4-methoxyphenyl}propionic acid ethyl ester (400 mg, 0.64 mmol) was dissolved in a mixed solvent of methanol (5 mL) and tetrahydrofuran (5 mL), and added with a 2 mol/L aqueous sodium hydroxide solution (5 mL, 10 mmol). The solvent was evaporated under reduced pressure, the resultant residue was added with water to be dissolved, and the solution was washed with diethyl ether. The separate...